From a dataset of the Open Reaction Database (ORD), a public repository of structured organic reaction records. describe an organic reaction: reactants, conditions, products, and yield Reactants: CN(C=O)C (dimethylformamide), BrCCCCCCCCCCCCOC(CC1=C(C=CC=C1)[N+](=O)[O-])=O ((12-bromo-1-dodecyl)2-nitrophenylacetate), NCC(O)C1=CC(=C(C(=C1)Cl)N)Cl (2-amino-1-(4-amino-3,5-dichlorophenyl)ethanol). Run in C(C)(=O)OCC.CO.C(C)N(CC)CC (ethyl acetate methanol triethylamine). Yields the product NC1=C(C=C(C=C1Cl)C(CNCCCCCCCCCCCCOC(CC1=C(C=CC=C1)[N+](=O)[O-])=O)O)Cl.C(C(=O)[O-])(=O)[O-] ({12-[2-(4-Amino-3,5-dichlorophenyl)-2-hydroxyethylamino]-1-dodecyl}2-nitrophenylacetate oxalate). RXN SMILES: CN(C)[CH:3]=[O:4].Br[CH2:7][CH2:8][CH2:9][CH2:10][CH2:11][CH2:12][CH2:13][CH2:14][CH2:15][CH2:16][CH2:17][CH2:18][O:19][C:20](=[O:31])[CH2:21][C:22]1[CH:27]=[CH:26][CH:25]=[CH:24][C:23]=1[N+:28]([O-:30])=[O:29].[NH2:32][CH2:33][CH:34]([C:36]1[CH:41]=[C:40]([Cl:42])[C:39]([NH2:43])=[C:38]([Cl:44])[CH:37]=1)[OH:35]>C(OCC)(=O)C.CO.C(N(CC)CC)C>[NH2:43][C:39]1[C:38]([Cl:44])=[CH:37][C:36]([CH:34]([OH:35])[CH2:33][NH:32][CH2:7][CH2:8][CH2:9][CH2:10][CH2:11][CH2:12][CH2:13][CH2:14][CH2:15][CH2:16][CH2:17][CH2:18][O:19][C:20](=[O:31])[CH2:21][C:22]2[CH:27]=[CH:26][CH:25]=[CH:24][C:23]=2[N+:28]([O-:30])=[O:29])=[CH:41][C:40]=1[Cl:42].[C:3]([O-:4])(=[O:35])[C:20]([O-:31])=[O:19] |f:3.4.5,6.7|. Procedure details: According to method I (dimethylformamide, 3 hours at 90° C.) from (12-bromo-1-dodecyl)2-nitrophenylacetate and 2-amino-1-(4-amino-3,5-dichlorophenyl)ethanol. Working up by means of chromatography (ethyl acetate/methanol/triethylamine 20:2:1). Recrystallized as the oxalate from acetone. Melting point: 67°-68° C. Starting materials: Cc1ccc(S(=O)(=O)O)cc1, CCOC(C)=O, CCC(CC)n1cnc2cnc(Cl)nc21, CC(=O)N1CCN(c2ccc(N)cc2)CC1, CN(C)C=O. Product: CCC(CC)n1cnc2cnc(Nc3ccc(N4CCN(C(C)=O)CC4)cc3)nc21. As a reaction SMILES: [CH3:16][c:17]1[cH:18][cH:19][c:20]([S:21]([OH:22])(=[O:23])=[O:24])[cH:25][cH:26]1.[CH3:48][CH2:49][O:50][C:51]([CH3:52])=[O:53].[Cl:1][c:2]1[n:3][cH:4][c:5]2[n:6][cH:7][n:8]([CH:11]([CH2:12][CH3:13])[CH2:14][CH3:15])[c:9]2[n:10]1.[NH2:27][c:28]1[cH:29][cH:30][c:31]([N:34]2[CH2:35][CH2:36][N:37]([C:40]([CH3:41])=[O:42])[CH2:38][CH2:39]2)[cH:32][cH:33]1.[O:43]=[CH:44][N:45]([CH3:46])[CH3:47]>>[c:2]1([NH:27][c:28]2[cH:29][cH:30][c:31]([N:34]3[CH2:35][CH2:36][N:37]([C:40]([CH3:41])=[O:42])[CH2:38][CH2:39]3)[cH:32][cH:33]2)[n:3][cH:4][c:5]2[n:6][cH:7][n:8]([CH:11]([CH2:12][CH3:13])[CH2:14][CH3:15])[c:9]2[n:10]1.